This data is from the Open Reaction Database (ORD), a public repository of structured organic reaction records. The task is: describe an organic reaction: reactants, conditions, products, and yield Reactants: S(=S)(=O)([O-])[O-].[Na+].[Na+] (sodium thiosulfate), ClC1=CC=CC(=C1C=O)OC1=NC(=CC(=N1)OC)OC (6-chloro-2-(4,6-dimethoxypyrimidin-2-yloxy)benzaldehyde), [Mn](=O)(=O)(=O)[O-].[K+] (potassium permanganate), O.O.O.O.O.O.O.OP(=O)([O-])[O-].[Na+].[Na+] (sodium phosphate dibasic heptahydrate). The solvent is CC(=O)C (acetone), O (water). Conditions: time 18 hour. The product is ClC1=CC=CC(=C1C(=O)O)OC1=NC(=CC(=N1)OC)OC (6-chloro-2 -(4,6-dimethoxypyrimidin-2-yloxy)benzoic acid). Yield: 97.5%. Reaction SMILES: [Cl:1][C:2]1[C:7]([CH:8]=[O:9])=[C:6]([O:10][C:11]2[N:16]=[C:15]([O:17][CH3:18])[CH:14]=[C:13]([O:19][CH3:20])[N:12]=2)[CH:5]=[CH:4][CH:3]=1.[Mn]([O-])(=O)(=O)=[O:22].[K+].O.O.O.O.O.O.O.OP([O-])([O-])=O.[Na+].[Na+].S([O-])([O-])(=O)=S.[Na+].[Na+]>CC(C)=O.O>[Cl:1][C:2]1[C:7]([C:8]([OH:22])=[O:9])=[C:6]([O:10][C:11]2[N:12]=[C:13]([O:19][CH3:20])[CH:14]=[C:15]([O:17][CH3:18])[N:16]=2)[CH:5]=[CH:4][CH:3]=1 |f:1.2,3.4.5.6.7.8.9.10.11.12,13.14.15|. Reported procedure: To stirred solution of 9.6 grams (0.033 mole) of 6-chloro-2-(4,6-dimethoxypyrimidin-2-yloxy)benzaldehyde in 260 mL of acetone was added dropwise a solution of 7.7 grams (0.049 mole) of potassium permanganate and 6.6 grams (0.024 mole) of sodium phosphate dibasic heptahydrate in 105 mL of water while maintaining the reaction mixture temperature at 20°-25° C. Upon completion of addition, the reaction mixture was stirred at ambient temperature for 18 hours. After this time sodium thiosulfate was ad... Reactants: C([O-])([O-])=O.[Na+].[Na+] (sodium carbonate), BrC=1C(=NN2C1N=CC=C2)C2=CC=C(C=C2)F (3-Bromo-2-(4-fluorophenyl)pyrazolo[1,5-a]pyrimidine), CC1(OB(OC1(C)C)C1=CC(=NC=C1)NC(C)=O)C (N-[4-(4,4,5,5-tetramethyl-1,3,2-dioxaborolan-2-yl)pyridin-2-yl]acetamide). The reagents and catalysts are C1CCC(CC1)P(C2CCCCC2)C3CCCCC3.C1CCC(CC1)P(C2CCCCC2)C3CCCCC3.[Cl-].[Cl-].[Pd+2] (bis(tricyclohexylphosphine)palladium(II)-dichloride). Run in O1CCOCC1 (1,4-dioxan). Reaction conditions: temperature 150 celsius. The product is FC1=CC=C(C=C1)C1=NN2C(N=CC=C2)=C1C1=CC(=NC=C1)NC(C)=O (N-{4-[2-(4-fluorophenyl)pyrazolo[1,5-a]pyrimidin-3-yl]pyridin-2-yl}acetamide). The yield is 16.9%. As a reaction SMILES: Br[C:2]1[C:3]([C:11]2[CH:16]=[CH:15][C:14]([F:17])=[CH:13][CH:12]=2)=[N:4][N:5]2[CH:10]=[CH:9][CH:8]=[N:7][C:6]=12.CC1(C)C(C)(C)OB([C:26]2[CH:31]=[CH:30][N:29]=[C:28]([NH:32][C:33](=[O:35])[CH3:34])[CH:27]=2)O1.C(=O)([O-])[O-].[Na+].[Na+]>O1CCOCC1.C1CCC(P(C2CCCCC2)C2CCCCC2)CC1.C1CCC(P(C2CCCCC2)C2CCCCC2)CC1.[Cl-].[Cl-].[Pd+2]>[F:17][C:14]1[CH:15]=[CH:16][C:11]([C:3]2[C:2]([C:26]3[CH:31]=[CH:30][N:29]=[C:28]([NH:32][C:33](=[O:35])[CH3:34])[CH:27]=3)=[C:6]3[N:7]=[CH:8][CH:9]=[CH:10][N:5]3[N:4]=2)=[CH:12][CH:13]=1 |f:2.3.4,6.7.8.9.10|. Procedure: 3-Bromo-2-(4-fluorophenyl)pyrazolo[1,5-a]pyrimidine (150 mg, 0.51 mmol) and N-[4-(4,4,5,5-tetramethyl-1,3,2-dioxaborolan-2-yl)pyridin-2-yl]acetamide (148 mg, 0.56 mmol, 1.1 eq) are dissolved in 1.5 mL 1,4-dioxan. To this mixture, bis(tricyclohexylphosphine)palladium(II)-dichloride (57 mg, 0.07 mmol, 0.15 eq) and 0.83 mL sodium carbonate solution (2 molar) are added. The reaction mixture is flushed with argon for 5 mins and then sealed. Next the mixture is heated for 30 min at 150° C. in the micr...